Dataset: the Open Reaction Database (ORD), a public repository of structured organic reaction records. Task: describe an organic reaction: reactants, conditions, products, and yield The reactants are Cl.NN1C(=CC=C1)C#N (1-amino-1H-pyrrole-2-carbonitrile hydrochloride), P(=O)([O-])([O-])[O-].[K+].[K+].[K+] (potassium phosphate), Cl.C(C)(=N)N (acetamidine hydrochloride), C(CCC)O (1-butanol). Yields the product CC1=NN2C(C(=N1)N)=CC=C2 (2-methylpyrrolo[2,1-f][1,2,4]triazin-4-amine). Yield: 57.0%. As a reaction SMILES: Cl.N[N:3]1[CH:7]=[CH:6][CH:5]=[C:4]1[C:8]#[N:9].P([O-])([O-])([O-])=O.[K+].[K+].[K+].Cl.[C:19]([NH2:22])(=[NH:21])[CH3:20].C(O)CCC>>[CH3:20][C:19]1[N:22]=[C:8]([NH2:9])[C:4]2=[CH:5][CH:6]=[CH:7][N:3]2[N:21]=1 |f:0.1,2.3.4.5,6.7|. Reported procedure: A mixture of 1-amino-1H-pyrrole-2-carbonitrile hydrochloride (2.77 g, 19.3 mmol), potassium phosphate (21.11 g, 96.5 mmol), acetamidine hydrochloride (9.6 g, 96.5 mmol) and 1-butanol (166 mmol) was refluxed under nitrogen atmosphere. After 166.5 h of reflux, the mixture was allowed to cool to rt, and was then partitioned between ethyl acetate and water. The phases were separated, and the organic phase was extracted with 1N aqueous hydrochloric acid. The acid extracts were made basic (pH>7) and e...